This data is from the Open Reaction Database (ORD), a public repository of structured organic reaction records. The task is: describe an organic reaction: reactants, conditions, products, and yield The reactants are C(CCC)NCCN (N-butylethylenediamine), C(C)OC(C(=O)OCC)=O (diethyloxalate). Run in C(C)(C)O (isopropanol). The product is C(CCC)N1C(C(NCC1)=O)=O (1-butylpiperazine-2,3-dione). Yield: 44.0%. RXN SMILES: [CH2:1]([NH:5][CH2:6][CH2:7][NH2:8])[CH2:2][CH2:3][CH3:4].C(O[C:12](=[O:18])[C:13]([O:15]CC)=O)C>C(O)(C)C>[CH2:1]([N:5]1[CH2:6][CH2:7][NH:8][C:12](=[O:18])[C:13]1=[O:15])[CH2:2][CH2:3][CH3:4]. Procedure details: To a solution of N-butylethylenediamine (4.78 ml, 34.4 mmol) in isopropanol (60 ml) at 0° C. under a nitrogen atmosphere was added diethyloxalate (4.67 ml, 34.4 mmol). The reaction was allowed to warm to rt and heated to reflux for 6 h. The reaction was concentrated in vacuo and purified via flash chromatography (silica) to yield 1-butylpiperazine-2,3-dione (44%). Reactants: O=C(O)c1ccc(OCc2ccccc2)cc1, CN(C)C=O, O=C(Cl)C(=O)Cl, ClCCl. Product: O=C(Cl)c1ccc(OCc2ccccc2)cc1. Reaction SMILES: [CH2:1]([c:2]1[cH:3][cH:4][cH:5][cH:6][cH:7]1)[O:8][c:9]1[cH:10][cH:11][c:12]([C:13](=[O:14])[OH:15])[cH:16][cH:17]1.[CH3:27][N:28]([CH3:29])[CH:30]=[O:31].[Cl:18][C:19]([C:20]([Cl:21])=[O:22])=[O:23].[Cl:24][CH2:25][Cl:26]>>[CH2:1]([c:2]1[cH:3][cH:4][cH:5][cH:6][cH:7]1)[O:8][c:9]1[cH:10][cH:11][c:12]([C:13](=[O:14])[Cl:18])[cH:16][cH:17]1. Reactants: C(C)(C)(C)C1=NOC(=C1)N (3-tert-Butyl-isoxazol-5-ylamine), COC1=CC=C(C=C1)S (4-Methoxy-benzenethiol), C([O-])([O-])=O.[K+].[K+] (potassium carbonate), C(=O)(Cl)Cl (phosgene). Run in C1CCOC1 (THF), C1CCOC1 (THF). Product: COC1=CC=C(C=C1)SC(NC1=CC(=NO1)C(C)(C)C)=O ((3-tert-Butyl-isoxazol-5-yl)-thiocarbamic acid S-(4-methoxy-phenyl) ester). As a reaction SMILES: [CH3:1][O:2][C:3]1[CH:8]=[CH:7][C:6]([SH:9])=[CH:5][CH:4]=1.[C:10](=[O:13])([O-])[O-].[K+].[K+].C(Cl)(Cl)=O.[C:20]([C:24]1[CH:28]=[C:27]([NH2:29])[O:26][N:25]=1)([CH3:23])([CH3:22])[CH3:21]>C1COCC1>[CH3:1][O:2][C:3]1[CH:8]=[CH:7][C:6]([S:9][C:10](=[O:13])[NH:29][C:27]2[O:26][N:25]=[C:24]([C:20]([CH3:23])([CH3:22])[CH3:21])[CH:28]=2)=[CH:5][CH:4]=1 |f:1.2.3|. Reported procedure: A mixture of 4-Methoxy-benzenethiol (0.20 g, 1 eq) and potassium carbonate (0.47 g, 2.5 eq) in dry THF was allowed to stir at room temperature under argon for an hour. Then the stirred suspension was cooled to 0° C. and to it was added drop wise a solution of phosgene (0.17 g 1.2 eq). The reaction stirred at 0° C. for half an hour. Then 3-tert-Butyl-isoxazol-5-ylamine (0.20 g, 1 eq) in THF was added dropwise. The reaction was allowed to warm to room temperature and stirred overnight. The solvent... Starting materials: C1(=CC=CC=C1)C1(CCNCC1)CO ((4-phenyl-piperidin-4-yl)-methanol), C=O (paraformaldehyde), O1CCOCC1 (1,4-dioxane), Cl (hydrochloric acid). Solvent: C(C)(=O)OCC (ethyl acetate). Yields the product crude product, N1CCC2(CC1)COCC1=CC=CC=C12 (1H-Spiro[isochromene-4,4′-piperidine]). The yield is 50.0%. Reaction SMILES: [C:1]1([C:7]2([CH2:13][OH:14])[CH2:12][CH2:11][NH:10][CH2:9][CH2:8]2)[CH:6]=[CH:5][CH:4]=[CH:3][CH:2]=1.C=O.O1CCOC[CH2:18]1.Cl>C(OCC)(=O)C>[NH:10]1[CH2:9][CH2:8][C:7]2([C:1]3[C:2](=[CH:3][CH:4]=[CH:5][CH:6]=3)[CH2:18][O:14][CH2:13]2)[CH2:12][CH2:11]1. Procedure: A mixture of (4-phenyl-piperidin-4-yl)-methanol (0.1 g, 0.5 mmol), paraformaldehyde (0.11 g, 3.7 mmol), 1,4-dioxane (5 ml) and concentrated hydrochloric acid solution (1.3 ml) was heated at reflux for 80 h. The reaction mixture was diluted with ethyl acetate (100 ml) and washed with 0.5 M aqueous sodium hydroxide solution. The aqueous layer was extracted with ethyl acetate (100 ml). The combined organic layers were dried over anhydrous sodium sulfate and concentrated in vacuo. Flash chromatograp... The product is C(C)(=O)C=1C=C2CCC(NC2=C(C1)OC)=O (6-acetyl-8-methoxy-3,4-dihydrocarbostyril). Run at time 2 hour. RXN SMILES: N[C:2]1[CH:3]=[C:4]2[C:9](=[C:10]([O:12][CH3:13])[CH:11]=1)[NH:8][C:7](=[O:14])[CH2:6][CH2:5]2.Cl.N([O-])=O.[Na+].NNC(N)=O.[CH:25](=[O:27])[CH3:26].C([O-])(=O)C.[Na+]>O.S([O-])([O-])(=O)=O.[Cu+2].S([O-])([O-])=O.[Na+].[Na+]>[C:25]([C:2]1[CH:3]=[C:4]2[C:9](=[C:10]([O:12][CH3:13])[CH:11]=1)[NH:8][C:7](=[O:14])[CH2:6][CH2:5]2)(=[O:27])[CH3:26] |f:2.3,4.5,6.7,9.10,11.12.13|. Starting materials: ice, N(=O)[O-].[Na+] (sodium nitrite), NNC(=O)N.C(C)=O (acetaldehyde semicarbazide), C(C)(=O)[O-].[Na+] (sodium acetate), C(C)(=O)[O-].[Na+] (sodium acetate), diazonium salt, NC=1C=C2CCC(NC2=C(C1)OC)=O (6-amino-8-methoxy-3,4-dihydrocarbostyril), Cl (hydrochloric acid). Procedure: To a mixture of 6-amino-8-methoxy-3,4-dihydrocarbostyril (12 g), concentrated hydrochloric acid (16 ml) and water (50 ml) was added ice (30 g), and sodium nitrite (5 g) and water (20 ml) were added gradually to the resulting mixture under ice-cooling. After completion of addition, the resulting mixture was reacted at 0° to 5° C. for 1 hour. On the other hand, a heated solution of acetaldehyde semicarbazide (10 g) in water (50 ml) and then sodium sulfite (0.25 g) and copper sulfate (3.2 g) were a... The yield is 37.3%. Run in O (water), O (water), O (water), O (water), O (water). Reagents/catalysts: S(=O)(=O)([O-])[O-].[Cu+2] (copper sulfate), S(=O)([O-])[O-].[Na+].[Na+] (sodium sulfite). Starting materials: CN(C)c1ccncc1, O=C(Cl)C1CC1, Cc1ccc(NC(=O)c2cccc(C3(C#N)CC3)c2)cc1Oc1ccc2nc(N)sc2c1. Product: Cc1ccc(NC(=O)c2cccc(C3(C#N)CC3)c2)cc1Oc1ccc2nc(NC(=O)C3CC3)sc2c1. Reaction SMILES: [CH3:39][N:40]([CH3:41])[c:42]1[cH:43][cH:44][n:45][cH:46][cH:47]1.[CH:33]1([C:36](=[O:37])[Cl:38])[CH2:34][CH2:35]1.[NH2:1][c:2]1[s:3][c:4]2[c:5]([n:6]1)[cH:7][cH:8][c:9]([O:11][c:12]1[cH:13][c:14]([NH:19][C:20]([c:21]3[cH:22][c:23]([C:27]4([C:30]#[N:31])[CH2:28][CH2:29]4)[cH:24][cH:25][cH:26]3)=[O:32])[cH:15][cH:16][c:17]1[CH3:18])[cH:10]2>>[NH:1]([c:2]1[s:3][c:4]2[c:5]([n:6]1)[cH:7][cH:8][c:9]([O:11][c:12]1[cH:13][c:14]([NH:19][C:20]([c:21]3[cH:22][c:23]([C:27]4([C:30]#[N:31])[CH2:28][CH2:29]4)[cH:24][cH:25][cH:26]3)=[O:32])[cH:15][cH:16][c:17]1[CH3:18])[cH:10]2)[C:36]([CH:33]1[CH2:34][CH2:35]1)=[O:37].